This data is from the Open Reaction Database (ORD), a public repository of structured organic reaction records. The task is: describe an organic reaction: reactants, conditions, products, and yield The reactants are C1CCOC1, COC(=O)CCC(C(N)=O)N1Cc2c(O)cccc2C1=O, CC(C)OC(=O)N=NC(=O)OC(C)C, OCc1csc2ccccc12. Yields the product COC(=O)CCC(C(N)=O)N1Cc2c(OCc3csc4ccccc34)cccc2C1=O. RXN SMILES: [CH2:47]1[O:48][CH2:49][CH2:50][CH2:51]1.[NH2:15][C:16]([CH:17]([CH2:18][CH2:19][C:20](=[O:21])[O:22][CH3:23])[N:24]1[C:25](=[O:34])[c:26]2[cH:27][cH:28][cH:29][c:30]([OH:33])[c:31]2[CH2:32]1)=[O:35].[O:1]=[C:2]([O:3][CH:4]([CH3:5])[CH3:6])[N:7]=[N:8][C:9]([O:10][CH:11]([CH3:12])[CH3:13])=[O:14].[s:36]1[cH:37][c:38]([CH2:45][OH:46])[c:39]2[c:40]1[cH:41][cH:42][cH:43][cH:44]2>>[NH2:15][C:16]([CH:17]([CH2:18][CH2:19][C:20](=[O:21])[O:22][CH3:23])[N:24]1[C:25](=[O:34])[c:26]2[cH:27][cH:28][cH:29][c:30]([O:33][CH2:45][c:38]3[cH:37][s:36][c:40]4[c:39]3[cH:44][cH:43][cH:42][cH:41]4)[c:31]2[CH2:32]1)=[O:35].